Dataset: the Open Reaction Database (ORD), a public repository of structured organic reaction records. Task: describe an organic reaction: reactants, conditions, products, and yield The reactants are COC(=O)N=C=O, Nc1nc2c(Cl)cccc2s1, C1COCCO1. The product is COC(=O)NC(=O)Nc1nc2c(Cl)cccc2s1. RXN SMILES: [CH3:1][O:2][C:3](=[O:4])[N:5]=[C:6]=[O:7].[NH2:8][c:9]1[s:10][c:11]2[c:12]([n:13]1)[c:14]([Cl:18])[cH:15][cH:16][cH:17]2.[O:19]1[CH2:20][CH2:21][O:22][CH2:23][CH2:24]1>>[CH3:1][O:2][C:3](=[O:4])[NH:5][C:6](=[O:7])[NH:8][c:9]1[s:10][c:11]2[c:12]([n:13]1)[c:14]([Cl:18])[cH:15][cH:16][cH:17]2. The reactants are C1(=CC=CC=C1)P(C1=CC=CC=C1)C1=CC=CC=C1 (triphenylphosphine), BrC1=C(C=CC(=C1)NC(C(F)(F)F)=O)OC (2-bromo-4-(trifluoroacetamido)anisole), C1(=CC=CC=C1)P(C1=CC=CC=C1)C1=CC=CC=C1 (triphenylphosphine), [N-]=[N+]=[N-].[Na+] (NaN3). Run at time 4 hour. The product is hexanes ether, BrC1=C(C=CC(=C1)N1N=NN=C1C(F)(F)F)OC (2-Bromo-4-(5-(trifluoromethyl)tetrazol-1-yl)anisole). The yield is 90.3%. As a reaction SMILES: [Br:1][C:2]1[CH:7]=[C:6]([NH:8][C:9](=O)[C:10]([F:13])([F:12])[F:11])[CH:5]=[CH:4][C:3]=1[O:15][CH3:16].C1(P(C2C=CC=CC=2)C2C=CC=CC=2)C=CC=CC=1.[N-:36]=[N+:37]=[N-:38].[Na+]>>[Br:1][C:2]1[CH:7]=[C:6]([N:8]2[C:9]([C:10]([F:13])([F:12])[F:11])=[N:38][N:37]=[N:36]2)[CH:5]=[CH:4][C:3]=1[O:15][CH3:16] |f:2.3|. Procedure: A mixture of 705 mg (2.4 mmol) of 2-bromo-4-(trifluoroacetamido)anisole and 625 mg (2.4 mmol) of triphenylphosphine in 25 mL of CC14 was heated at reflux. After 4 h, a second 625 mg portion of triphenylphosphine was added and heating was continued for 16 h. The reaction mixture was cooled and concentrated in vacuo. The residue was dissolved in 15 mL of DMF, treated with 650 mg (10.0 mmol) of NaN3 and stirred at rt. After 1.5 h, the reaction mixture was concentrated in vacuo and the residue was p... The reactants are N, C1([C@@H]2C[C@H]1C[C@H]([C@@H]2C)B)(C)C.C1([C@@H]2C[C@H]1C[C@H]([C@@H]2C)B)(C)C.C(CN(C)C)N(C)C, C1CN(C[C@@H](C1=O)O)S(=O)(=O)C. The reagents and catalysts are c1ccc(cc1)-c2c3ccccc3cc4ccccc24 (9-Phenylanthracene). Run at temperature 25 celsius, time 18 hour. The product is CS(=O)(=O)N1CC[C@@H](N)[C@H](O)C1. As a reaction SMILES: [CH3:1][S:2]([N:5]1[CH2:11][C@H:9]([OH:10])[C:8](=O)[CH2:7][CH2:6]1)(=[O:4])=[O:3].[NH3:12].B[C@H]1[C@H](C)[C@H](C(C)(C)[C@@H]2C1)C2.B[C@H]3[C@H](C)[C@H](C(C)(C)[C@@H]4C3)C4.CN(CCN(C)C)C>>[CH3:1][S:2]([N:5]1[CH2:11][C@@H:9]([OH:10])[C@H:8]([NH2:12])[CH2:7][CH2:6]1)(=[O:4])=[O:3].